From a dataset of the Open Reaction Database (ORD), a public repository of structured organic reaction records. describe an organic reaction: reactants, conditions, products, and yield The reactants are OCC1(COCOC1)C (5-(hydroxymethyl)-5-methyl-1,3-dioxane), [H-].[Na+] (NaH), ClC1=C(C(=[N+](C=C1)[O-])C)OC (4-Chloro-3-methoxy-2-methylpyridine-N-oxide). Solvent: C1CCOC1 (THF). The product is SiO2CH2Cl2 MeOH, COC=1C(=[N+](C=CC1OCC1(COCOC1)C)[O-])C (3-Methoxy-2-methyl-4-(5-methyl-1,3-dioxan-5-yl-methoxy)pyridine-N-oxide). Yield: 24.1%. Reaction SMILES: [OH:1][CH2:2][C:3]1([CH3:9])[CH2:8][O:7][CH2:6][O:5][CH2:4]1.[H-].[Na+].Cl[C:13]1[CH:18]=[CH:17][N+:16]([O-:19])=[C:15]([CH3:20])[C:14]=1[O:21][CH3:22]>C1COCC1>[CH3:22][O:21][C:14]1[C:15]([CH3:20])=[N+:16]([O-:19])[CH:17]=[CH:18][C:13]=1[O:1][CH2:2][C:3]1([CH3:9])[CH2:8][O:7][CH2:6][O:5][CH2:4]1 |f:1.2|. Reported procedure: A deareated solution of 5-(hydroxymethyl)-5-methyl-1,3-dioxane (1.19 g, 9 mmol) in 125 ml dry THF was treated with NaH (0.79 g 55% dispersion in oil, 18 mmol) for 20 min. 4-Chloro-3-methoxy-2-methylpyridine-N-oxide (1.04 g, 6 mmol) was added and the mixture was refluxed for 26 h. Excess NaH was quenched with 10 ml of H2O and the solvent evaporated. The residue was partitioned between 150 ml CH2Cl2 and 50 ml 5% Na2CO3. The organic layer was passed through a phase separation paper and evaporated l... Reactants: CC1=C(N(CC(C)=NO)C(=O)C=2OC=CC2)C(=CC=C1)C (2,6-dimethyl-N-(2-furoyl)-N-(2-hydroxyimino-prop-1-yl)-aniline), S(=O)(=O)(OC)OC (dimethyl sulphate). The reagents and catalysts are [Cl-].C(C)[N+](CC1=CC=CC=C1)(CC)CC (triethylbenzylammonium chloride). Solvent: [OH-].[Na+] (sodium hydroxide), C(Cl)Cl (methylene chloride). The product is CC1=C(N(CC(C)=NOC)C(=O)C=2OC=CC2)C(=CC=C1)C (2,6-dimethyl-N-(2-furoyl)-N-(2-methoxyimino-prop-1-yl)-aniline). Isolated yield 19.4%. Reaction SMILES: [CH3:1][C:2]1[CH:20]=[CH:19][CH:18]=[C:17]([CH3:21])[C:3]=1[N:4]([C:10]([C:12]1[O:13][CH:14]=[CH:15][CH:16]=1)=[O:11])[CH2:5][C:6](=[N:8][OH:9])[CH3:7].S(OC)(O[CH3:26])(=O)=O>[Cl-].C([N+](CC)(CC)CC1C=CC=CC=1)C.[OH-].[Na+].C(Cl)Cl>[CH3:1][C:2]1[CH:20]=[CH:19][CH:18]=[C:17]([CH3:21])[C:3]=1[N:4]([C:10]([C:12]1[O:13][CH:14]=[CH:15][CH:16]=1)=[O:11])[CH2:5][C:6](=[N:8][O:9][CH3:26])[CH3:7] |f:2.3,4.5|. Procedure details: 7 g (0.024 mol) of 2,6-dimethyl-N-(2-furoyl)-N-(2-hydroxyimino-prop-1-yl)-aniline (Example 3) and 0.5 g of triethylbenzylammonium chloride were dissolved in a two-phase mixture of 30 ml of 50% strength sodium hydroxide solution and 100 ml of methylene chloride, and 3.7 g (0.03 mol) of dimethyl sulphate were added, while stirring vigorously. During this addition, the temperature rose from about 20° C. to about 32° C. After stirring the mixture at room temperature for 12 hours, the phases were sep...